This data is from the Open Reaction Database (ORD), a public repository of structured organic reaction records. The task is: describe an organic reaction: reactants, conditions, products, and yield The reactants are anhydride, C[C@H]1C[C@H](C[C@@H]([C@H](/C(=C\C=C\C[C@H](OC(=O)C[C@@H]([C@H](C1)C)O)[C@@H]2CCC[C@H]2C(=O)O)/C#N)O)C)C (borrelidin), C[C@H]1C[C@H](C[C@@H]([C@H](/C(=C\C=C\C[C@H](OC(=O)C[C@@H]([C@H](C1)C)O)[C@@H]2CCC[C@H]2C(=O)O)/C#N)O)C)C (borrelidin), N1=CC(=CC=C1)CN (3-picolylamine). Solvent: C(Cl)(Cl)Cl.CO (chloroform methanol). Conditions: time 3 hour. Yields the product C[C@H]1C[C@H](C[C@@H]([C@H](/C(=C\C=C\C[C@H](OC(=O)C[C@@H]([C@H](C1)C)O)[C@@H]2CCC[C@H]2C(=O)O)/C#N)O)C)C.N1=CC(=CC=C1)C[NH-] (Borrelidin 3-picolylamide). Yield: 62.1%. Reaction SMILES: [CH3:1][C@@H:2]1[CH2:20][C@H:19]([CH3:21])[C@@H:18]([OH:22])[CH2:17][C:15](=[O:16])[O:14][C@H:13]([C@H:23]2[C@H:27]([C:28]([OH:30])=[O:29])[CH2:26][CH2:25][CH2:24]2)[CH2:12][CH:11]=[CH:10][CH:9]=[C:8]([C:31]#[N:32])[C@H:7]([OH:33])[C@@H:6]([CH3:34])[CH2:5][C@H:4]([CH3:35])[CH2:3]1.[N:36]1[CH:41]=[CH:40][CH:39]=[C:38]([CH2:42][NH2:43])[CH:37]=1>C(Cl)(Cl)Cl.CO>[CH3:1][C@@H:2]1[CH2:20][C@H:19]([CH3:21])[C@@H:18]([OH:22])[CH2:17][C:15](=[O:16])[O:14][C@H:13]([C@H:23]2[C@H:27]([C:28]([OH:30])=[O:29])[CH2:26][CH2:25][CH2:24]2)[CH2:12][CH:11]=[CH:10][CH:9]=[C:8]([C:31]#[N:32])[C@H:7]([OH:33])[C@@H:6]([CH3:34])[CH2:5][C@H:4]([CH3:35])[CH2:3]1.[N:36]1[CH:41]=[CH:40][CH:39]=[C:38]([CH2:42][NH-:43])[CH:37]=1 |f:2.3,4.5|. Procedure: To a mixed anhydride solution prepared from 4.0 g (8.2 mmol) of borrelidin according to Example 34.2 ml (41.2 mmol, 4.46 g) of 3-picolylamine were added. After stirring for 3 hours, the starting borrelidin (Rf=0.43) disappeared and the product (Rf=0.24) appeared, which was proved by thin-layer chromatography (silica gel plate, eluent system: chloroform/methanol 95:5). The reaction mixture was evaporated to dryness. The dry residue was dissolved in 500 ml of chloroform, washed with 3×1500 ml of w... The reactants are ClC1=CC=CC2=C1C(N1[C@H](C=3N2C=NC3C(=O)OCC)CCC1)=O (ethyl (S)-8-chloro-11,12,13,13a-tetrahydro-9-oxo-9H-imidazo[1,5-a]pyrrolo[2,1-c][1,4]benzodiazepine-1-carboxylate), [C-]#N.[K+] (potassium cyanide), ii. The solvent is C(C=C)O (allyl alcohol). The product is ClC1=CC=CC2=C1C(N1[C@H](C=3N2C=NC3C(=O)OCC=C)CCC1)=O (allyl (S)-8-chloro-11,12,13,13a-tetrahydro-9-oxo-9H-imidazo[1,5-a]pyrrolo[2,1-c][1,4]benzodiazepine-1-carboxylate). As a reaction SMILES: [Cl:1][C:2]1[C:7]2[C:8](=[O:24])[N:9]3[CH2:23][CH2:22][CH2:21][C@H:10]3[C:11]3[N:12]([CH:13]=[N:14][C:15]=3[C:16]([O:18][CH2:19][CH3:20])=[O:17])[C:6]=2[CH:5]=[CH:4][CH:3]=1.[C-:25]#N.[K+]>C(O)C=C>[Cl:1][C:2]1[C:7]2[C:8](=[O:24])[N:9]3[CH2:23][CH2:22][CH2:21][C@H:10]3[C:11]3[N:12]([CH:13]=[N:14][C:15]=3[C:16]([O:18][CH2:19][CH:20]=[CH2:25])=[O:17])[C:6]=2[CH:5]=[CH:4][CH:3]=1 |f:1.2|. Procedure details: A mixture of 6.9 g (0.02 mmol) of ethyl (S)-8-chloro-11,12,13,13a-tetrahydro-9-oxo-9H-imidazo[1,5-a]pyrrolo[2,1-c][1,4]benzodiazepine-1-carboxylate, 100 ml of allyl alcohol and 0.5 g of potassium cyanide is heated to boiling ii under reflux for 4 hours, then concentrated to half of the volume, 50 ml of allyl alcohol are added and the resulting mixture is heated to boiling under reflux for a further 10 hours. The mixture is evaporated, the residue is dissolved in chloroform, the chloroform soluti... Starting materials: I(=O)(=O)(=O)[O-].[Na+] (sodium periodate), C[N+]1(CCOCC1)[O-] (4-methylmorpholine-4-oxide), ClC=1C=C(C(=O)N(C)C[C@@H](CC=C)C2=CC=C(C=C2)F)C=C(C1)Cl (3,5-Dichloro-N-[(2S)-2-(4-fluorophenyl)pent-4-en-1-yl]-N-methylbenzamide), OS(=O)[O-].[Na+] (NaHSO3). Reagents/catalysts: O=[Os](=O)(=O)=O (OsO4). Solvent: O (water), O (water), CC(=O)C (acetone), C(C)(C)(C)O (t-butyl alcohol), O (water). Conditions: time 8 hour. Product: ClC=1C=C(C(=O)N(C)C[C@@H](CC=O)C2=CC=C(C=C2)F)C=C(C1)Cl (3,5-dichloro-N-[(2S)-2-(4-fluorophenyl)-4-oxobutyl]-N-methylbenzamide). Isolated yield 69.6%. RXN SMILES: [Cl:1][C:2]1[CH:3]=[C:4]([CH:21]=[C:22]([Cl:24])[CH:23]=1)[C:5]([N:7]([CH2:9][C@H:10]([C:14]1[CH:19]=[CH:18][C:17]([F:20])=[CH:16][CH:15]=1)[CH2:11][CH:12]=C)[CH3:8])=[O:6].C[N+]1([O-])CC[O:29]CC1.OS([O-])=O.[Na+].I([O-])(=O)(=O)=O.[Na+]>CC(C)=O.C(O)(C)(C)C.O.O=[Os](=O)(=O)=O>[Cl:1][C:2]1[CH:3]=[C:4]([CH:21]=[C:22]([Cl:24])[CH:23]=1)[C:5]([N:7]([CH2:9][C@H:10]([C:14]1[CH:19]=[CH:18][C:17]([F:20])=[CH:16][CH:15]=1)[CH2:11][CH:12]=[O:29])[CH3:8])=[O:6] |f:2.3,4.5|. Procedure: 3,5-Dichloro-N-[(2S)-2-(4-fluorophenyl)pent-4-en-1-yl]-N-methylbenzamide (210 mg, 0.57 mmol) was dissolved in a mixture of acetone (4 mL), t-butyl alcohol (2 mL) and water (1 mL). OsO4 (2.5% in t-butyl alcohol, 0.080 mL, 0.006 mmol) was added together with 4-methylmorpholine-4-oxide (296 mg, 2.52 mmol). The solution was stirred under nitrogen at room temperature overnight and then an aqueous solution of NaHSO3 (39%, 6 mL) was added. The mixture was stirred for 30 min, diluted with water (25 mL) ... Reactants: C1(=CC=C(C=C1)S(=O)(=O)[O-])C.[NH+]1=CC=CC=C1 (Pyridinium p-toluenesulfonate), O[C@H](CC(=O)OC)CCCCCCCCCCC (methyl (S)-3-hydroxytetradecanoate), COC(=C)C (2-methoxypropen). Run in C(C)OCC (diethyl ether). Reaction conditions: time 20 minute. Yields the product COC(C)(C)O[C@H](CC(=O)OC)CCCCCCCCCCC (methyl (S)-3-(2-methoxyprop-2-oxy)tetradecanoate). RXN SMILES: C1(C)C=CC(S([O-])(=O)=O)=CC=1.[NH+]1C=CC=CC=1.[OH:18][C@@H:19]([CH2:25][CH2:26][CH2:27][CH2:28][CH2:29][CH2:30][CH2:31][CH2:32][CH2:33][CH2:34][CH3:35])[CH2:20][C:21]([O:23][CH3:24])=[O:22].[CH3:36][O:37][C:38]([CH3:40])=[CH2:39]>C(OCC)C>[CH3:36][O:37][C:38]([O:18][C@@H:19]([CH2:25][CH2:26][CH2:27][CH2:28][CH2:29][CH2:30][CH2:31][CH2:32][CH2:33][CH2:34][CH3:35])[CH2:20][C:21]([O:23][CH3:24])=[O:22])([CH3:40])[CH3:39] |f:0.1|. Procedure details: Pyridinium p-toluenesulfonate (90 mg) was added to a solution of methyl (S)-3-hydroxytetradecanoate (VIII, 10.32 g, 40 mmol) in 2-methoxypropen (40 mL). After stirring for 20 min at room temperature the reaction mixture was diluted with diethyl ether (30 mL) and extracted first with a saturated aqueous solution of sodium hydrogen carbonate (3 mL) and then with water (2×2 mL). The combined organic phases were dried (Na2SO4) and concentrated under reduced pressure. The residual colorless oil (13.2...